This data is from the Open Reaction Database (ORD), a public repository of structured organic reaction records. The task is: describe an organic reaction: reactants, conditions, products, and yield The reactants are CC=1C2=CC=CC=C2N=C2C=CC=CC12 (9-methylacridine), C1COS(=O)(=O)C1 (1,3-propane sultone). Reaction conditions: temperature 125 celsius, time 4 hour. Product: [OH-].CC=1C2=CC=CC=C2[N+](=C2C=CC=CC12)CCCS(=O)(=O)O (9-methyl-10-(3-sulfopropyl)acridinium hydroxide). The yield is 43.3%. As a reaction SMILES: [CH3:1][C:2]1[C:3]2[C:8]([N:9]=[C:10]3[C:15]=1[CH:14]=[CH:13][CH:12]=[CH:11]3)=[CH:7][CH:6]=[CH:5][CH:4]=2.[CH2:16]1[CH2:22][S:19](=[O:21])(=[O:20])[O:18][CH2:17]1>>[OH-:18].[CH3:1][C:2]1[C:15]2[C:10]([N+:9]([CH2:17][CH2:16][CH2:22][S:19]([OH:21])(=[O:20])=[O:18])=[C:8]3[C:3]=1[CH:4]=[CH:5][CH:6]=[CH:7]3)=[CH:11][CH:12]=[CH:13][CH:14]=2 |f:2.3|. Reported procedure: This compound was prepared using a method reported in Adamczyk, M.; Chen, Y. Y.; Mattingly, P. G.; Pan, Y.; Rege, S. J. Org. Chem. 1998, 63, 5636. A mixture of 9-methylacridine (270 mg, 1.4 mmol) and 1,3-propane sultone (1.8 g, 14.8 mmol) was stirred in a pressure vessel for 4 h at 125° C. After cooling down, the mixture was purified by column chromatography (SiO2, solvent gradient from 5:95 MeOH/CH2Cl2 to 15:85 MeOH/CH2Cl2) to obtain a mixture of yellow strongly fluorescent fractions. This mixt... Solvent: CC(=O)C (acetone). Starting materials: C(C)OC1=CC(=NC(=N1)C)CCl (6-ethoxy-4-chloromethyl-2-methyl-pyrimidine), P(=S)(SCCC)(OCC)[O-].[K+] (potassium O-ethyl S-(n-propyl) dithiophosphate), [I-].[Na+] (sodium iodide). Reported procedure: 8.0 g (0.043 mol) of 6-ethoxy-4-chloromethyl-2-methyl-pyrimidine and 10.8 g (0.045 mol) of potassium O-ethyl S-(n-propyl) dithiophosphate are suspended in 20 ml of acetone. After the addition of a small amount (spatula tip) of sodium iodide the mixture is stirred well at 45° C. for 12 hours. The mixture is then filtered through Celite, the filtrate is concentrated under reduced pressure and the thus-isolated solid is taken up in 100 ml of toluene. The toluene solution is washed once with 5% sodi... The product is P(=O)(SCC1=NC(=NC(=C1)OCC)C)(OCC)SCCC (O-ethyl S-(6-ethoxy-2-methyl-4-pyrimidinylmethyl) S-(n-propyl) dithiophosphate). Reaction conditions: temperature 45 celsius, time 12 hour. Reaction SMILES: [CH2:1]([O:3][C:4]1[N:9]=[C:8]([CH3:10])[N:7]=[C:6]([CH2:11]Cl)[CH:5]=1)[CH3:2].[P:13]([O-:22])([O:19][CH2:20][CH3:21])([S:15][CH2:16][CH2:17][CH3:18])=[S:14].[K+].[I-].[Na+]>CC(C)=O>[P:13]([S:15][CH2:16][CH2:17][CH3:18])([O:19][CH2:20][CH3:21])([S:14][CH2:11][C:6]1[CH:5]=[C:4]([O:3][CH2:1][CH3:2])[N:9]=[C:8]([CH3:10])[N:7]=1)=[O:22] |f:1.2,3.4|. Starting materials: CCO, [Na+], [Na+], O, CN1C(=O)c2ccccc2N(O)C(=N)C1c1ccccc1, O=S([O-])S(=O)[O-]. Product: CN1C(=O)c2ccccc2N=C(N)C1c1ccccc1. As a reaction SMILES: [CH3:31][CH2:32][OH:33].[Na+:7].[Na+:8].[OH2:30].[OH:9][N:10]1[C:11](=[NH:29])[CH:12]([c:23]2[cH:24][cH:25][cH:26][cH:27][cH:28]2)[N:13]([CH3:22])[C:14](=[O:21])[c:15]2[c:16]1[cH:17][cH:18][cH:19][cH:20]2.[S:1]([S:2]([O-:3])=[O:4])([O-:5])=[O:6]>>[N:10]1=[C:11]([NH2:29])[CH:12]([c:23]2[cH:24][cH:25][cH:26][cH:27][cH:28]2)[N:13]([CH3:22])[C:14](=[O:21])[c:15]2[c:16]1[cH:17][cH:18][cH:19][cH:20]2. Starting materials: ClCC=1N(C=C(N1)C=1C(=NOC1C)C1=CC=CC=C1)C1=CC=C(C=C1)[N+](=O)[O-] (4-[2-chloromethyl-1-(4-nitro-phenyl)-1H-imidazol-4-yl]-5-methyl-3-phenyl-isoxazole), FC=1C=C(CO)C=CC1 (3-fluorobenzyl alcohol). Reaction SMILES: Cl[CH2:2][C:3]1[N:4]([C:20]2[CH:25]=[CH:24][C:23]([N+:26]([O-:28])=[O:27])=[CH:22][CH:21]=2)[CH:5]=[C:6]([C:8]2[C:9]([C:14]3[CH:19]=[CH:18][CH:17]=[CH:16][CH:15]=3)=[N:10][O:11][C:12]=2[CH3:13])[N:7]=1.[F:29][C:30]1[CH:31]=[C:32]([CH:35]=[CH:36][CH:37]=1)[CH2:33][OH:34]>>[F:29][C:30]1[CH:31]=[C:32]([CH:35]=[CH:36][CH:37]=1)[CH2:33][O:34][CH2:2][C:3]1[N:4]([C:20]2[CH:25]=[CH:24][C:23]([N+:26]([O-:28])=[O:27])=[CH:22][CH:21]=2)[CH:5]=[C:6]([C:8]2[C:9]([C:14]3[CH:19]=[CH:18][CH:17]=[CH:16][CH:15]=3)=[N:10][O:11][C:12]=2[CH3:13])[N:7]=1. Isolated yield 57.0%. Procedure details: As described for Example 157, 4-[2-chloromethyl-1-(4-nitro-phenyl)-1H-imidazol-4-yl]-5-methyl-3-phenyl-isoxazole (100 mg, 0.25 mmol), using 3-fluorobenzyl alcohol instead of 3-chlorobenzyl alcohol, was converted to the title compound (70 mg, 57%) which was obtained as a light yellow solid. MS: m/e=485.5 [M+H]+. Yields the product FC=1C=C(COCC=2N(C=C(N2)C=2C(=NOC2C)C2=CC=CC=C2)C2=CC=C(C=C2)[N+](=O)[O-])C=CC1 (4-[2-(3-Fluoro-benzyloxymethyl)-1-(4-nitro-phenyl)-1H-imidazol-4-yl]-5-methyl-3-phenyl-isoxazole). The reactants are BrCC(=O)OC (Methyl bromoacetate), [H-].[Na+] (sodium hydride), N1C(CCC2=CC=CC=C12)=O (3,4-dihydro-2 (1H)quinolinone). The solvent is C1CCOC1 (THF). Reaction conditions: time 3 hour. The product is desired product, COC(CN1C(CCC2=CC=CC=C12)=O)=O ((2-Oxo-3,4-dihydro-2H-quinolin-1-yl)-acetic acid methyl ester). The yield is 94.7%. RXN SMILES: Br[CH2:2][C:3]([O:5][CH3:6])=[O:4].[H-].[Na+].[NH:9]1[C:18]2[C:13](=[CH:14][CH:15]=[CH:16][CH:17]=2)[CH2:12][CH2:11][C:10]1=[O:19]>C1COCC1>[CH3:6][O:5][C:3](=[O:4])[CH2:2][N:9]1[C:18]2[C:13](=[CH:14][CH:15]=[CH:16][CH:17]=2)[CH2:12][CH2:11][C:10]1=[O:19] |f:1.2|. Procedure: Methyl bromoacetate (5.72 g, 37.4 mmol) was slowly added to a stirred solution of sodium hydride (1.5 g, 37.4 mmol) and 3,4-dihydro-2 (1H)quinolinone (5.0 g, 34 mmol) in THF. The mixture was stirred at RT for 3 h. After removing the solvent, the residue was diluted with water and ether. The layers were separated and the aqueous layer was extracted with ether (3×50 mL). The combined organics were dried with MgSO4 and condensed to afford the desired product, compound 49A (7.06 g, 95%) as a yellow ... Reactants: CC(=O)n1ncc2cc(Oc3ccc(C4OCCO4)cc3)ccc21, CC(C)=O. Yields the product CC(=O)n1ncc2cc(Oc3ccc(C=O)cc3)ccc21. RXN SMILES: [C:1]([CH3:2])(=[O:3])[n:4]1[n:5][cH:6][c:7]2[cH:8][c:9]([O:13][c:14]3[cH:15][cH:16][c:17]([CH:20]4[O:21][CH2:24][CH2:23][O:22]4)[cH:18][cH:19]3)[cH:10][cH:11][c:12]12.[CH3:25][C:26](=[O:27])[CH3:28]>>[C:1]([CH3:2])(=[O:3])[n:4]1[n:5][cH:6][c:7]2[cH:8][c:9]([O:13][c:14]3[cH:15][cH:16][c:17]([CH:20]=[O:21])[cH:18][cH:19]3)[cH:10][cH:11][c:12]12. Reactants: FC1=C(CBr)C=CC=C1 (2-fluorobenzyl bromide), O.NC1=NC(=NC(=C1)O)S (4-Amino-6-hydroxy-2-mercaptopyrimidine monohydrate), [OH-].[K+] (potassium hydroxide), O (water), O (water). Run in CN(C)C=O (DMF). Run at time 30 minute. The product is NC1=CC(=NC(=N1)SCC1=C(C=CC=C1)F)O (6-amino-2-[[(2-fluorophenyl)methyl]thio]-4-pyrimidinol). Yield: 89.1%. RXN SMILES: O.[NH2:2][C:3]1[CH:8]=[C:7]([OH:9])[N:6]=[C:5]([SH:10])[N:4]=1.[OH-].[K+].O.[F:14][C:15]1[CH:22]=[CH:21][CH:20]=[CH:19][C:16]=1[CH2:17]Br>CN(C=O)C>[NH2:2][C:3]1[N:4]=[C:5]([S:10][CH2:17][C:16]2[CH:19]=[CH:20][CH:21]=[CH:22][C:15]=2[F:14])[N:6]=[C:7]([OH:9])[CH:8]=1 |f:0.1,2.3|. Reported procedure: To a stirred suspension of 4-Amino-6-hydroxy-2-mercaptopyrimidine monohydrate (25 g) in DMF (300 ml) was added potassium hydroxide (10.2 g) and water (50 ml). After a clear solution was obtained, 2-fluorobenzyl bromide (29.3 g) was added and the reaction stirred at room temperature for 30 min. The mixture was poured into water (21) and the resulting precipitate isolated by filtration, washing with isopropanol and diethyl ether, affording the subtitled compound as a white solid (34.7 g). Starting materials: COC=1C=C(C=CC1OC)[C@H](C)N ((S)-1-(3,4-dimethoxyphenyl)ethylamine), S1C(=CC=C1)C=O (2-thiophenecarboxaldehyde). Run in ClCCl (dichloromethane). Conditions: temperature 20 celsius, time 16 hour. Yields the product COC=1C=C(C=CC1OC)C(C)N (1-(3,4-dimethoxyphenyl)ethylamine). Reaction SMILES: [CH3:1][O:2][C:3]1[CH:4]=[C:5]([C@@H:11]([NH2:13])[CH3:12])[CH:6]=[CH:7][C:8]=1[O:9][CH3:10].S1C=CC=C1C=O>ClCCl>[CH3:1][O:2][C:3]1[CH:4]=[C:5]([CH:11]([NH2:13])[CH3:12])[CH:6]=[CH:7][C:8]=1[O:9][CH3:10]. Procedure: To a solution of 43.8 g of (S)-1-(3,4-dimethoxyphenyl)ethylamine in 400 cm3 of dichloromethane are added, with stirring at a temperature in the region of 20° C., 16.8 cm3 of 2-thiophenecarboxaldehyde and 35 g of 4Å molecular sieves. The reaction mixture is stirred for 16 hours at a temperature in the region of 20° C., and then filtered through a sinter funnel containing Celite. The sinter funnel is washed with 3 times 50 cm3 of dichloromethane and the filtrates are combined and then concentrated...